Dataset: the Open Reaction Database (ORD), a public repository of structured organic reaction records. Task: describe an organic reaction: reactants, conditions, products, and yield Reactants: C1(CC(CCC1)=O)=O (1,3-cyclohexandione), C(C)OC(CC(=O)C(F)(F)F)=O (ethyl-4,4,4-trifluoroacetoacetate), C(C)(=O)[O-].[NH4+] (ammonium acetate), C(C)O (ethanol), CN1C(=NC=C1)C=O (N-methylimidazole-2-carboxaldehyde). Product: C(C)OC(=O)C1=C(NC=2CCCC(C2C1C=1N(C=CN1)C)=O)C(F)(F)F (1,4,5,6,7,8-Hexahydro-2-trifluoromethyl-4-(1-methyl-1H-imidazol-2-yl)-5-oxo-3-quinolinecarboxylic acid ethyl ester). Isolated yield 7.0%. As a reaction SMILES: [C:1]1(=[O:8])[CH2:6][CH2:5][CH2:4][C:3](=O)[CH2:2]1.[CH2:9]([O:11][C:12](=[O:20])[CH2:13][C:14]([C:16]([F:19])([F:18])[F:17])=O)[CH3:10].C([O-])(=O)C.[NH4+:25].C(O)C.[CH3:29][N:30]1[CH:34]=[CH:33][N:32]=[C:31]1[CH:35]=O>>[CH2:9]([O:11][C:12]([C:13]1[CH:35]([C:31]2[N:30]([CH3:29])[CH:34]=[CH:33][N:32]=2)[C:2]2[C:1](=[O:8])[CH2:6][CH2:5][CH2:4][C:3]=2[NH:25][C:14]=1[C:16]([F:19])([F:18])[F:17])=[O:20])[CH3:10] |f:2.3|. Procedure: To a stirred mixture of 2.3 g (0.02 mole) of 1,3-cyclohexandione, ethyl-4,4,4-trifluoroacetoacetate (3.3 g, 0.02 mole) and ammonium acetate (4.9 g, 0.4 mole) in 50 mL of absolute ethanol, (2.0 g, 0.02 mole) of N-methylimidazole-2-carboxaldehyde was added. The reaction mixture was refluxed for 24 hours and allowed to cool to room temperature. The solvent was evaporated in vacuo, and the residue was separated by high performance liquid chromatography (30% methanol-ethylacetate mixture as the eluen... Reactants: OS(=O)[O-].[Na+] (NaHSO3), OS(=O)(=O)O (H2SO4), C(=O)(O)[O-].[Na+] (NaHCO3), C(=O)(O)C(CCCCC=C)(CCC)CCC (7-carboxy-7-propyl-1-decene), CC(=O)C (acetone), [Mn](=O)(=O)(=O)[O-].[K+] (Potassium permanganate), [Mn](=O)(=O)(=O)[O-] (permanganate). Yields the product C(=O)(O)C(CCCCC(=O)O)(CCC)CCC (6-Carboxy-6-propylnonanoic Acid). RXN SMILES: [C:1]([C:4]([CH2:14][CH2:15][CH3:16])([CH2:11][CH2:12][CH3:13])[CH2:5][CH2:6][CH2:7]CC=C)([OH:3])=[O:2].C([O-])(O)=[O:18].[Na+].[Mn]([O-])(=O)(=O)=O.[K+].OS([O-])=O.[Na+].OS(O)(=O)=O.[Mn]([O-])(=O)(=O)=O.C[C:44]([CH3:46])=[O:45]>>[C:1]([C:4]([CH2:14][CH2:15][CH3:16])([CH2:11][CH2:12][CH3:13])[CH2:5][CH2:6][CH2:7][CH2:46][C:44]([OH:18])=[O:45])([OH:3])=[O:2] |f:1.2,3.4,5.6|. Procedure: The 7-carboxy-7-propyl-1-decene (3.42 g, 0.015 mole) prepared in Example 1A was dissolved in 75 ml of acetone, 2 g of NaHCO3 added and was cooled in an ice bath. Potassium permanganate (9.5 g, 0.06 mole) was added over four hours. The mixture was left in the cold bath for an additional hour and then NaHSO3 (8 g) was added alternately with 5 N H2SO4 to bring the pH to 2 and to reduce the residual permanganate. After filtering, the filtrate was concentrated to an oily residue which was extracted w... The reactants are ClC1=C(C#N)C=CC=N1 (2-chloronicotinonitrile), C(C)N (ethylamine). Run in O (water). Yields the product C(C)NC1=C(C#N)C=CC=N1 (2-ethylaminonicotinonitrile). Reaction SMILES: Cl[C:2]1[N:9]=[CH:8][CH:7]=[CH:6][C:3]=1[C:4]#[N:5].[CH2:10]([NH2:12])[CH3:11]>O>[CH2:10]([NH:12][C:2]1[N:9]=[CH:8][CH:7]=[CH:6][C:3]=1[C:4]#[N:5])[CH3:11]. Procedure: A stirred mixture of 4 g. of 2-chloronicotinonitrile in 200 ml. of a saturated ethanolic ethylamine solution was heated under reflux for 5 hours. The solution was cooled and was diluted with 400 ml. of water. The precipitate of 2-ethylaminonicotinonitrile which formed was collected, air dried and was used directly in the next step without further purification. Starting materials: ClC1=NC(=C2C(=N1)N(N=C2)C)NCCC=2C=NC=CC2 ((6-Chloro-1-methyl-1H-pyrazolo[3,4-d]pyrimidin-4-yl)-(2-pyridin-3-yl-ethyl)-amine), N1N=C(C2=CC=CC=C12)B1OC(C)(C)C(C)(C)O1 (indazole boronic acid pinacol ester). Product: N1N=CC2=C(C=CC=C12)C1=NC(=C2C(=N1)N(N=C2)C)NCCC=2C=NC=CC2 (6-(1H-indazol-4-yl)-1-methyl-N-(2-(pyridin-3-yl)ethyl)-1H-pyrazolo[3,4-d]pyrimidin-4-amine). Reaction SMILES: Cl[C:2]1[N:7]=[C:6]2[N:8]([CH3:11])[N:9]=[CH:10][C:5]2=[C:4]([NH:12][CH2:13][CH2:14][C:15]2[CH:16]=[N:17][CH:18]=[CH:19][CH:20]=2)[N:3]=1.[NH:21]1[C:29]2[C:24](=[CH:25][CH:26]=[CH:27][CH:28]=2)[C:23](B2OC(C)(C)C(C)(C)O2)=[N:22]1>>[NH:21]1[C:29]2[C:24](=[C:25]([C:2]3[N:7]=[C:6]4[N:8]([CH3:11])[N:9]=[CH:10][C:5]4=[C:4]([NH:12][CH2:13][CH2:14][C:15]4[CH:16]=[N:17][CH:18]=[CH:19][CH:20]=4)[N:3]=3)[CH:26]=[CH:27][CH:28]=2)[CH:23]=[N:22]1. Reported procedure: (6-Chloro-1-methyl-1H-pyrazolo[3,4-d]pyrimidin-4-yl)-(2-pyridin-3-yl-ethyl)-amine was reacted with indazole boronic acid pinacol ester in General Procedure A. Purification by preparative HPLC yielded 144. NMR (CDCl3) 3.08 (t, H, CH2, J=7.06 Hz), 4.01 (m, 2H, CH2), 4.09 (s, 3H, CH3), 5.4 (sbr, H, NH), 7.20 (m, H, ArH), 7.46 (m, H, ArH), 7.55 (m, 2H, 2×ArH), 7.84 (s, H, ArH), 8.35 (d, H, ArH, J=7.21 Hz), 8.45 (m, H, ArH), 8.50 (s, H, ArH), 10.13 (sbr, H, NH). MS: (ESI+) MH+=371.15 Starting materials: ice water, ClC1=C(C=CC(=C1)Cl)O (2,4-dichlorophenol), FC1=CC(=C(C(=C1)CO)O)CO (4-fluoro-2,6-bis(hydroxymethyl)phenol). The solvent is OS(=O)(=O)O (H2SO4), C(C)(=O)O (acetic acid), C(C)(=O)O (acetic acid). Run at time 1 hour. Yields the product ClC=1C(=C(CC2=C(C(=CC(=C2)F)CC2=C(C(=CC(=C2)Cl)Cl)O)O)C=C(C1)Cl)O (2,6-bis(3,5-dichloro-2-hydroxybenzyl)-4-fluorophenol). RXN SMILES: [F:1][C:2]1[CH:7]=[C:6]([CH2:8]O)[C:5]([OH:10])=[C:4]([CH2:11]O)[CH:3]=1.[Cl:13][C:14]1[CH:19]=[C:18]([Cl:20])[CH:17]=[CH:16][C:15]=1[OH:21]>C(O)(=O)C.OS(O)(=O)=O>[Cl:13][C:14]1[C:15]([OH:21])=[C:16]([CH:17]=[C:18]([Cl:20])[CH:19]=1)[CH2:11][C:4]1[CH:3]=[C:2]([F:1])[CH:7]=[C:6]([CH2:8][C:16]2[CH:17]=[C:18]([Cl:20])[CH:19]=[C:14]([Cl:13])[C:15]=2[OH:21])[C:5]=1[OH:10]. Procedure details: 4-fluoro-2,6-bis(hydroxymethyl)phenol (2.0 g) was dissolved in glacial acetic acid (20 ml) and added slowly to 2,4-dichlorophenol (3.8 g) in concentrated H2SO4 at 60°-70°. The mixture was held at 65°-70° for 1 hr, cooled, acetic acid (20 ml) was added to dissolve the solids and the solution was poured into ice-water. The solid precipitate was purified by column chromatography over silica gel using hexane-ethyl acetate as eluent. The title compound was obtained in yield of 1.3 g, mp 168°. Product: C1(CCC1)C(=O)N1C=2C=CC=CC2C2=CC=CC=C2C1=O (5-Cyclobutanecarbonyl-5H-phenanthridin-6-one). Starting materials: C1=CC=CC=2NC(C3=CC=CC=C3C12)=O (5H-phenanthridin-6-one), C1(CCC1)C(=O)Cl (cyclobutanecarbonyl chloride), C1=CC=CC=2NC(C3=CC=CC=C3C12)=O (5H-phenanthridin-6-one). RXN SMILES: [CH:1]1[C:14]2[C:13]3[C:8](=[CH:9][CH:10]=[CH:11][CH:12]=3)[C:7](=[O:15])[NH:6][C:5]=2[CH:4]=[CH:3][CH:2]=1.[CH:16]1([C:20](Cl)=[O:21])[CH2:19][CH2:18][CH2:17]1>>[CH:16]1([C:20]([N:6]2[C:7](=[O:15])[C:8]3[C:13](=[CH:12][CH:11]=[CH:10][CH:9]=3)[C:14]3[CH:1]=[CH:2][CH:3]=[CH:4][C:5]2=3)=[O:21])[CH2:19][CH2:18][CH2:17]1. Reported procedure: 5-Cyclobutanecarbonyl-5H-phenanthridin-6-one was prepared from 5H-phenanthridin-6-one and cyclobutanecarbonyl chloride according to GP 1. Yield, 2%. 1H-NMR (CD3OD): δ=1.95-2.09 (m, 1H), 2.11-2.26 (m, 1H), 2.36-2.55 (m, 4H), 3.64 (ψ-quint, J=8.5 Hz, 1H), 7.32 (“t”, J=7.5 Hz, 1H), 7.37 (“t”, J=7.7 Hz, 1H), 7.47 (“t”, J=7.5 Hz, 1H), 7.53 (“t”, J=7.5 Hz, 1H), 7.70 (d, J=7.5 Hz, 1H), 7.74 (d, J=7.5 Hz, 1H), 7.90 (d, J=7.5 Hz, 1H), 8.22 (d, J=7.7 Hz, 1H); (+)-ESI-MS: m/z=278 [M+H]+, 196 [5H-phenanthri...